This data is from the Open Reaction Database (ORD), a public repository of structured organic reaction records. The task is: describe an organic reaction: reactants, conditions, products, and yield Starting materials: ClC1(C=2N(CCC1)C(=NN2)C2=CC(=C(C=C2)C2=CN=C(O2)C)OC)C(=O)OCC (ethyl 8-chloro-3-[3-methoxy-4-(2-methyl-1,3-oxazol-5-yl)phenyl]-5,6,7,8-tetrahydro[1,2,4]triazolo[4,3-a]pyridine-8-carboxylate), FC=1C=C(C=C(C1)F)O (3,5-difluorophenol), C([O-])([O-])=O.[K+].[K+] (potassium carbonate), CN(C)C=O (DMF). The solvent is C(C)(=O)OCC (ethyl acetate). Reaction conditions: temperature 100 celsius, time 1 hour. The product is FC=1C=C(OC2(C=3N(CCC2)C(=NN3)C3=CC(=C(C=C3)C3=CN=C(O3)C)OC)C(=O)OCC)C=C(C1)F (ethyl 8-(3,5-difluorophenoxy)-3-[3-methoxy-4-(2-methyl-1,3-oxazol-5-yl)phenyl]-5,6,7,8-tetrahydro[1,2,4]triazolo[4,3-a]pyridine-8-carboxylate). Yield: 38.6%. Reaction SMILES: Cl[C:2]1([C:25]([O:27][CH2:28][CH3:29])=[O:26])[CH2:7][CH2:6][CH2:5][N:4]2[C:8]([C:11]3[CH:16]=[CH:15][C:14]([C:17]4[O:21][C:20]([CH3:22])=[N:19][CH:18]=4)=[C:13]([O:23][CH3:24])[CH:12]=3)=[N:9][N:10]=[C:3]12.[F:30][C:31]1[CH:32]=[C:33]([OH:38])[CH:34]=[C:35]([F:37])[CH:36]=1.C(=O)([O-])[O-].[K+].[K+].CN(C=O)C>C(OCC)(=O)C>[F:30][C:31]1[CH:32]=[C:33]([CH:34]=[C:35]([F:37])[CH:36]=1)[O:38][C:2]1([C:25]([O:27][CH2:28][CH3:29])=[O:26])[CH2:7][CH2:6][CH2:5][N:4]2[C:8]([C:11]3[CH:16]=[CH:15][C:14]([C:17]4[O:21][C:20]([CH3:22])=[N:19][CH:18]=4)=[C:13]([O:23][CH3:24])[CH:12]=3)=[N:9][N:10]=[C:3]12 |f:2.3.4|. Procedure: A mixture of ethyl 8-chloro-3-[3-methoxy-4-(2-methyl-1,3-oxazol-5-yl)phenyl]-5,6,7,8-tetrahydro[1,2,4]triazolo[4,3-a]pyridine-8-carboxylate (671 mg), 3,5-difluorophenol (220 mg), potassium carbonate (667 mg) and DMF (6 ml) was stirred at 100° C. for 1 hr, the reaction mixture was diluted with ethyl acetate, and the mixture was washed with saturated brine. The organic layer was dried over anhydrous magnesium sulfate, and purified by silica gel chromatography (NH, ethyl acetate). The solvent was e... Reactants: CC(Br)c1ccc(F)nc1, O=C([O-])[O-], CC#N, ClC(Cl)Cl, [I-], [K+], [K+], [K+], CC(C)(C)OC(=O)N1CCNCC1, O. Yields the product CC(c1ccc(F)nc1)N1CCN(C(=O)OC(C)(C)C)CC1. As a reaction SMILES: [Br:1][CH:2]([CH3:3])[c:4]1[cH:5][cH:6][c:7]([F:10])[n:8][cH:9]1.[C:24](=[O:25])([O-:26])[O-:27].[CH3:32][C:33]#[N:34].[CH:35]([Cl:36])([Cl:37])[Cl:38].[I-:31].[K+:28].[K+:29].[K+:30].[N:11]1([C:17](=[O:18])[O:19][C:20]([CH3:21])([CH3:22])[CH3:23])[CH2:12][CH2:13][NH:14][CH2:15][CH2:16]1.[OH2:39]>>[CH:2]([CH3:3])([c:4]1[cH:5][cH:6][c:7]([F:10])[n:8][cH:9]1)[N:14]1[CH2:13][CH2:12][N:11]([C:17](=[O:18])[O:19][C:20]([CH3:21])([CH3:22])[CH3:23])[CH2:16][CH2:15]1. Reactants: C(CCC)[Li] (n-butyllithium), commercial solution, C(CC)#N (propionitrile), BrC=1C(=NC(=CC1)C)C (3-bromo-2,6-dimethyl-pyridine), O (water). The solvent is CCCCCC (hexane), C(C)OCC (diethylether). Conditions: time 0.5 hour. The product is CC1=NC(=CC=C1C(CC)=O)C (1-(2,6-dimethl-pyridine-3-yl)-propan-1-one). As a reaction SMILES: Br[C:2]1[C:3]([CH3:9])=[N:4][C:5]([CH3:8])=[CH:6][CH:7]=1.[CH2:10]([Li])[CH2:11][CH2:12]C.C(#N)CC.[OH2:19]>C(OCC)C.CCCCCC>[CH3:9][C:3]1[C:2]([C:10](=[O:19])[CH2:11][CH3:12])=[CH:7][CH:6]=[C:5]([CH3:8])[N:4]=1. Procedure: 3-bromo-2,6-dimethyl-pyridine, (3.72 g, 20 mmol) were dissolved in 40 mL diethylether at −78° C. and treated with 10 mL of n-butyllithium (20 mmol) as a 2 M commercial solution in hexane. After stirring for 0.5 h, propionitrile (1.21 g, 22 mmol) was added and the mixture allowed to slowly warm to room temperature while stirring overnight. The mixture was then poured into water (0.5 volume equivalents relative to ether) and the mixture partitioned. The aqueous solution was extracted with ethyl ac... Reactants: ON1N=NC2=C1C=CC=C2 (1-hydroxybenzotriazole), OC1=C(C=C(C=C1)C=1C=C(NC(N1)=O)C=1C=C(C(=O)O)C=CC1)C (3-[6-(4-hydroxy-3-methylphenyl)-2-oxo-2,3-dihydropyrimidin-4-yl]benzoic acid), OC1=C(C=C(C=C1)C=1C=C(NC(N1)=O)C=1C=C(C(=O)O)C=CC1)C (3-[6-(4-hydroxy-3-methylphenyl)-2-oxo-2,3-dihydropyrimidin-4-yl]benzoic acid), O1CCN(CC1)CCCN (3-morpholinopropan-1-amine), CCN=C=NCCC[N+](C)(C)C.[I-] (1-[3-(dimethylamino)propyl]-3-ethylcarbodiimide methiodide). Procedure details: 3-[6-(4-hydroxy-3-methylphenyl)-2-oxo-2,3-dihydropyrimidin-4-yl]benzoic acid (Compound 289, 15.5 mg, 48 umol) and commercially available 3-morpholinopropan-1-amine (5.8 mg, 40 umol) were dissolved in dichloroethane (1.25 mL) and N,N-dimethylformamide (0.79 mL). To this solution was added commercially available 1-hydroxybenzotriazole (6.8 mg, 50 umol) followed by commercially available 1-[3-(dimethylamino)propyl]-3-ethylcarbodiimide methiodide (17.8 mg, 60 umol). The reaction mixture was stirred ... As a reaction SMILES: [OH:1][C:2]1[CH:7]=[CH:6][C:5]([C:8]2[CH:9]=[C:10]([C:15]3[CH:16]=[C:17]([CH:21]=[CH:22][CH:23]=3)[C:18](O)=[O:19])[NH:11][C:12](=[O:14])[N:13]=2)=[CH:4][C:3]=1[CH3:24].[O:25]1[CH2:30][CH2:29][N:28]([CH2:31][CH2:32][CH2:33][NH2:34])[CH2:27][CH2:26]1.ON1C2C=CC=CC=2N=N1.CCN=C=NCCC[N+](C)(C)C.[I-]>ClC(Cl)C.CN(C)C=O>[OH:19][C:18]1[CH:22]=[CH:23][C:15]([C:10]2[CH:9]=[C:8]([C:5]3[CH:6]=[C:7]([CH:24]=[CH:3][CH:4]=3)[C:2]([NH:34][CH2:33][CH2:32][CH2:31][N:28]3[CH2:29][CH2:30][O:25][CH2:26][CH2:27]3)=[O:1])[NH:13][C:12](=[O:14])[N:11]=2)=[CH:16][C:17]=1[CH3:21] |f:3.4|. Run in ClC(C)Cl (dichloroethane), CN(C=O)C (N,N-dimethylformamide). Run at time 15 hour. Isolated yield 27.9%. The product is OC1=C(C=C(C=C1)C=1C=C(NC(N1)=O)C=1C=C(C(=O)NCCCN2CCOCC2)C=CC1)C (3-[6-(4-hydroxy-3-methylphenyl)-2-oxo-2,3-dihydropyrimidin-4-yl]-N-(3-morpholin-4-ylpropyl)benzamide). Starting materials: OC1=C(C=C(C=C1)O)C(C)=O (2',5'-dihydroxyacetophenone), COC1=CC=C(C(=O)Cl)C=C1 (4 -methoxybenzoyl chloride), BrCCCCCCl (1-bromo-5-chloropentane), OC1CCNCC1 (4-hydroxypiperidine). Yields the product OC1CCN(CC1)CCCCCOC=1C=CC2=C(C(C=C(O2)C2=CC=C(C=C2)OC)=O)C1 (6-[5-(4-Hydroxypiperidinyl)pentoxy]-2(4-methoxyphenyl-)4H-1-benzopyran-4-one). As a reaction SMILES: [OH:1][C:2]1[CH:7]=[CH:6][C:5]([OH:8])=[CH:4][C:3]=1[C:9](=[O:11])[CH3:10].[CH3:12][O:13][C:14]1[CH:22]=[CH:21][C:17]([C:18](Cl)=O)=[CH:16][CH:15]=1.Br[CH2:24][CH2:25][CH2:26][CH2:27][CH2:28]Cl.[OH:30][CH:31]1[CH2:36][CH2:35][NH:34][CH2:33][CH2:32]1>>[OH:30][CH:31]1[CH2:36][CH2:35][N:34]([CH2:24][CH2:25][CH2:26][CH2:27][CH2:28][O:8][C:5]2[CH:6]=[CH:7][C:2]3[O:1][C:18]([C:17]4[CH:21]=[CH:22][C:14]([O:13][CH3:12])=[CH:15][CH:16]=4)=[CH:10][C:9](=[O:11])[C:3]=3[CH:4]=2)[CH2:33][CH2:32]1. Reported procedure: The compound was prepared by a method similar to Example 11 from 2',5'-dihydroxyacetophenone, 4 -methoxybenzoyl chloride, 1-bromo-5-chloropentane, and 4-hydroxypiperidine: mp 138°-139° C. Starting materials: [I-].C(C)(C)[P+](C1=CC=CC=C1)(C1=CC=CC=C1)C1=CC=CC=C1 (Isopropyltriphenylphosphonium iodide), BrC1=CC=C(C=CC(=O)OCC)C=C1 (ethyl 4-bromo-cinnamate). The product is BrC1=CC=C(C=C1)[C@@H]1C([C@H]1C(=O)OCC)(C)C (Ethyl trans-3-(4-bromophenyl)-2,2-dimethylcyclopropanecarboxylate). Yield: 54.0%. Reaction SMILES: [I-].[CH:2]([P+](C1C=CC=CC=1)(C1C=CC=CC=1)C1C=CC=CC=1)([CH3:4])[CH3:3].[Br:24][C:25]1[CH:37]=[CH:36][C:28]([CH:29]=[CH:30][C:31]([O:33][CH2:34][CH3:35])=[O:32])=[CH:27][CH:26]=1>>[Br:24][C:25]1[CH:26]=[CH:27][C:28]([C@H:29]2[C@H:30]([C:31]([O:33][CH2:34][CH3:35])=[O:32])[C:2]2([CH3:4])[CH3:3])=[CH:36][CH:37]=1 |f:0.1|. Procedure details: Isopropyltriphenylphosphonium iodide (8.65 g, 20.0 mmol) and ethyl 4-bromo-cinnamate (5.10 g, 20.0 mmol) were reacted as described under General Procedure B to furnish the title compound (3.21 g, 54%) as a colourless oil. 1H NMR (300 MHz, CDCl3) δ 7.40 (d, J=8.3 Hz, 2H), 7.03 (d, J=8.3 Hz, 2H), 4.18 (q, J=7.1 Hz, 2H), 2.62 (d, J=5.5 Hz, 1H), 1.91 (d, J=5.5 Hz, 1H), 1.36 (s, 3H), 1.30 (t, J=7.1 Hz, 3H), 0.91 (s, 3H). The reactants are COC(=O)c1cc2c(Cl)ccnc2cc1OCc1ccccc1, CCOC(C)=O, CS(C)=O, [H-], Nc1ccc(O)cc1Cl, [Na+], O. Yields the product COC(=O)c1cc2c(Oc3ccc(N)c(Cl)c3)ccnc2cc1OCc1ccccc1. As a reaction SMILES: [CH2:12]([c:13]1[cH:14][cH:15][cH:16][cH:17][cH:18]1)[O:19][c:20]1[c:21]([C:31](=[O:32])[O:33][CH3:34])[cH:22][c:23]2[c:24]([Cl:30])[cH:25][cH:26][n:27][c:28]2[cH:29]1.[CH3:35][CH2:36][O:37][C:38](=[O:39])[CH3:40].[CH3:41][S:42]([CH3:43])=[O:44].[H-:10].[NH2:1][c:2]1[c:3]([Cl:9])[cH:4][c:5]([OH:8])[cH:6][cH:7]1.[Na+:11].[OH2:45]>>[NH2:1][c:2]1[c:3]([Cl:9])[cH:4][c:5]([O:8][c:24]2[c:23]3[cH:22][c:21]([C:31](=[O:32])[O:33][CH3:34])[c:20]([O:19][CH2:12][c:13]4[cH:14][cH:15][cH:16][cH:17][cH:18]4)[cH:29][c:28]3[n:27][cH:26][cH:25]2)[cH:6][cH:7]1. The product is C(\C=C/C(=O)O)(=O)O.NC1=C(CN[C@@H](CCSC)C(=O)O)C=C(C=C1Br)Br (N-(2-amino-3.5-dibromo-benzyl)-methionine maleate). Reactants: NC1=C(CN[C@@H](CCSC)C(=O)O)C=C(C=C1Br)Br (N-(2-amino-3.5-dibromo-benzyl)-methionine), C(\C=C/C(=O)O)(=O)O (maleic acid). The yield is 84.0%. As a reaction SMILES: [NH2:1][C:2]1[C:17]([Br:18])=[CH:16][C:15]([Br:19])=[CH:14][C:3]=1[CH2:4][NH:5][C@H:6]([C:11]([OH:13])=[O:12])[CH2:7][CH2:8][S:9][CH3:10].[C:20]([OH:27])(=[O:26])/[CH:21]=[CH:22]\[C:23]([OH:25])=[O:24]>C(O)(=O)C>[C:20]([OH:27])(=[O:26])/[CH:21]=[CH:22]\[C:23]([OH:25])=[O:24].[NH2:1][C:2]1[C:17]([Br:18])=[CH:16][C:15]([Br:19])=[CH:14][C:3]=1[CH2:4][NH:5][C@H:6]([C:11]([OH:13])=[O:12])[CH2:7][CH2:8][S:9][CH3:10] |f:3.4|. Procedure: 100 gm of N-(2-amino-3.5-dibromo-benzyl)-methionine were dissolved in 500 ml of hot acetic acid, and then, while stirring and heating the solution at the boiling point, 28 gm of maleic acid were added. After it had dissolved, the solution was cooled to 20° C. while stirring was continued, and the precipitated product was centrifuged off, washed with a little acetic acid and then with isopropylic acid, and after drying at 60° C. in a ventilated drying chamber, 107 gm of the desired product were o... Run in C(C)(=O)O (acetic acid). Run at temperature 20 celsius.